From a dataset of the Open Reaction Database (ORD), a public repository of structured organic reaction records. describe an organic reaction: reactants, conditions, products, and yield Starting materials: ClCCl, Cc1cc(C)n2nc(S(=O)(=O)Nc3c(Cl)cccc3Cl)nc2n1, CC(C)(C)[O-], CI, CC#N, [K+]. Product: Cc1cc(C)n2nc(S(=O)(=O)N(C)c3c(Cl)cccc3Cl)nc2n1. RXN SMILES: [CH2:35]([Cl:36])[Cl:37].[CH3:1][c:2]1[n:3][c:4]2[n:5]([c:6]([CH3:8])[cH:7]1)[n:9][c:10]([S:12](=[O:13])(=[O:14])[NH:15][c:16]1[c:17]([Cl:23])[cH:18][cH:19][cH:20][c:21]1[Cl:22])[n:11]2.[CH3:24][C:25]([CH3:26])([O-:27])[CH3:28].[CH3:30][I:31].[CH3:32][C:33]#[N:34].[K+:29]>>[CH3:1][c:2]1[n:3][c:4]2[n:5]([c:6]([CH3:8])[cH:7]1)[n:9][c:10]([S:12](=[O:13])(=[O:14])[N:15]([c:16]1[c:17]([Cl:23])[cH:18][cH:19][cH:20][c:21]1[Cl:22])[CH3:24])[n:11]2. Starting materials: ClC1=NC=CC(=N1)NCC=1C=CC(=C(C#N)C1)OC1=CC(=C(C=C1)Cl)C(F)(F)F (5-{[(2-chloro-4-pyrimidinyl)amino]methyl}-2-{[4-chloro-3-(trifluoromethyl)phenyl]oxy}benzo-nitrile), C1CN2CCN1CC2 (DABCO), C([O-])([O-])=O.[K+].[K+] (potassium carbonate), O1CCOCC1 (1,4-Dioxane). Solvent: O (water). Reaction conditions: temperature 80 celsius, time 8 hour. Yields the product ClC1=C(C=C(C=C1)OC1=C(C#N)C=C(C=C1)CNC1=NC(NC=C1)=O)C(F)(F)F (2-{[4-Chloro-3-(trifluoromethyl)phenyl]oxy}-5-{[(2-oxo-1,2-dihydro-4-pyrimidinyl)amino]methyl}benzonitrile). Isolated yield 78.3%. Reaction SMILES: Cl[C:2]1[N:7]=[C:6]([NH:8][CH2:9][C:10]2[CH:11]=[CH:12][C:13]([O:18][C:19]3[CH:24]=[CH:23][C:22]([Cl:25])=[C:21]([C:26]([F:29])([F:28])[F:27])[CH:20]=3)=[C:14]([CH:17]=2)[C:15]#[N:16])[CH:5]=[CH:4][N:3]=1.C1N2CCN(CC2)C1.C(=O)([O-])[O-:39].[K+].[K+].O1CCOCC1>O>[Cl:25][C:22]1[CH:23]=[CH:24][C:19]([O:18][C:13]2[CH:12]=[CH:11][C:10]([CH2:9][NH:8][C:6]3[CH:5]=[CH:4][NH:3][C:2](=[O:39])[N:7]=3)=[CH:17][C:14]=2[C:15]#[N:16])=[CH:20][C:21]=1[C:26]([F:29])([F:28])[F:27] |f:2.3.4|. Procedure details: A mixture of 5-{[(2-chloro-4-pyrimidinyl)amino]methyl}-2-{[4-chloro-3-(trifluoromethyl)phenyl]oxy}benzo-nitrile (200 mg, 0.455 mmol), DABCO (25.5 mg, 0.228 mmol) and potassium carbonate (252 mg, 1.821 mmol) in a mixed solvents of 1,4-Dioxane (5 mL) and water (5.00 mL) was stirred at 80° C. overnight. Purification via MDAP, afforded the title compound (150 mg) as a white solid. LC-MS (ESI): m/z 421 [M+H]+; 2.63 min (ret time). The reactants are ClC1=C(C2=C(CCN(CC2)C(C(F)(F)F)=O)C=C1)NCC1=CC=C(C=C1)C(=O)OC (7-chloro-6-(4-methoxycarbonyl-benzylamino)-3-(2,2,2-trifluoroacetyl)-2,3,4,5-tetrahydro-1H-benzo[d]azepine), C([O-])([O-])=O.[K+].[K+] (potassium carbonate), CO (methanol). Solvent: O (water). Product: C(=O)(O)C1=CC=C(CNC2=C(C=CC=3CCNCCC32)Cl)C=C1 (6-(4-carboxy-benzylamino)-7-chloro-2,3,4,5-tetrahydro-1H-benzo[d]azepine). RXN SMILES: [Cl:1][C:2]1[CH:18]=[CH:17][C:5]2[CH2:6][CH2:7][N:8](C(=O)C(F)(F)F)[CH2:9][CH2:10][C:4]=2[C:3]=1[NH:19][CH2:20][C:21]1[CH:26]=[CH:25][C:24]([C:27]([O:29]C)=[O:28])=[CH:23][CH:22]=1.C(=O)([O-])[O-].[K+].[K+].CO>O>[C:27]([C:24]1[CH:23]=[CH:22][C:21]([CH2:20][NH:19][C:3]2[C:4]3[CH2:10][CH2:9][NH:8][CH2:7][CH2:6][C:5]=3[CH:17]=[CH:18][C:2]=2[Cl:1])=[CH:26][CH:25]=1)([OH:29])=[O:28] |f:1.2.3|. Procedure details: Combine 7-chloro-6-(4-methoxycarbonyl-benzylamino)-3-(2,2,2-trifluoroacetyl)-2,3,4,5-tetrahydro-1H-benzo[d]azepine (70 mg, 0.16 mmol), potassium carbonate (0.87 g, 6.3 mmol), methanol (2 mL), water (2 mL) and heat at 50° C. for 3 h. Purify by SCX chromatography to obtain 6-(4-carboxy-benzylamino)-7-chloro-2,3,4,5-tetrahydro-1H-benzo[d]azepine as a yellow oil. The reactants are C1(=CC=CC=C1)N1C=NC2=C(C1=O)SC=C2C2=CC=CC=C2 (3,7-Diphenylthieno[3,2-d]pyrimidin-4(3H)-one), NC1=C(SC=C1C1=CC2=C(OCO2)C=C1)C(=O)OC (methyl 3-amino-4-(benzo[d][1,3]dioxol-5-yl)thiophene-2-carboxylate), C(OCC)(OCC)OCC (triethyl orthoformate), ClC1=CC=C(N)C=C1 (4-chloroaniline). Solvent: C(C)(=O)O (acetic acid). Product: O1COC2=C1C=CC(=C2)C2=CSC1=C2N=CN(C1=O)C1=CC=C(C=C1)Cl (7-(Benzo[d][1,3]dioxol-5-yl)-3-(4-chlorophenyl)thieno[3,2-d]pyrimidin-4(3H)-one). Yield: 79.5%. Reaction SMILES: [C:1]1([N:7]2[C:12](=[O:13])[C:11]3[S:14][CH:15]=[C:16]([C:17]4[CH:22]=[CH:21][CH:20]=[CH:19][CH:18]=4)[C:10]=3[N:9]=[CH:8]2)[CH:6]=[CH:5][CH:4]=[CH:3][CH:2]=1.NC1C(C2C=CC3[O:33][CH2:34][O:35]C=3C=2)=CSC=1C(OC)=O.C(OCC)(OCC)OCC.[Cl:52]C1C=CC(N)=CC=1>C(O)(=O)C>[O:33]1[C:20]2[CH:21]=[CH:22][C:17]([C:16]3[C:10]4[N:9]=[CH:8][N:7]([C:1]5[CH:6]=[CH:5][C:4]([Cl:52])=[CH:3][CH:2]=5)[C:12](=[O:13])[C:11]=4[S:14][CH:15]=3)=[CH:18][C:19]=2[O:35][CH2:34]1. Procedure details: In the same manner as the synthesis of Compound 1, methyl 3-amino-4-(benzo[d][1,3]dioxol-5-yl)thiophene-2-carboxylate (60 mg, 0.21 mmol), triethyl orthoformate (0.48 ml), 4-chloroaniline (51.0 mg, 0.4 mmol), and acetic acid (0.06 ml) were used to give 47.3 mg (0.17 mmol, 79.5% yield) of the title compound. The reactants are [Li]CCCC, COc1ccc(-c2ccc(CC#N)cc2)cc1, CCCCCC, CN(C)P(=O)(N(C)C)N(C)C, Cl, CCCCCCC1CO1, C1CCOC1. The product is CCCCCCC(O)CC(C#N)c1ccc(-c2ccc(OC)cc2)cc1. RXN SMILES: [CH3:18][CH2:19][CH2:20][CH2:21][Li:22].[CH3:1][O:2][c:3]1[cH:4][cH:5][c:6](-[c:9]2[cH:10][cH:11][c:12]([CH2:15][C:16]#[N:17])[cH:13][cH:14]2)[cH:7][cH:8]1.[CH3:38][CH2:39][CH2:40][CH2:41][CH2:42][CH3:43].[CH3:44][N:45]([CH3:46])[P:47]([N:48]([CH3:49])[CH3:50])([N:51]([CH3:52])[CH3:53])=[O:54].[ClH:32].[O:23]1[CH2:24][CH:25]1[CH2:26][CH2:27][CH2:28][CH2:29][CH2:30][CH3:31].[O:33]1[CH2:34][CH2:35][CH2:36][CH2:37]1>>[CH3:1][O:2][c:3]1[cH:4][cH:5][c:6](-[c:9]2[cH:10][cH:11][c:12]([CH:15]([C:16]#[N:17])[CH2:24][CH:25]([OH:23])[CH2:26][CH2:27][CH2:28][CH2:29][CH2:30][CH3:31])[cH:13][cH:14]2)[cH:7][cH:8]1.